The task is: describe an organic reaction: reactants, conditions, products, and yield. This data is from the Open Reaction Database (ORD), a public repository of structured organic reaction records. Reactants: I(=O)(=O)(=O)[O-].[Na+] (sodium periodate), COC1=C(C=CC=2N(C=NC21)C2OCCCC2)C=CC2=CC=CC=C2 (4-methoxy-5-styryl-1-(tetrahydro-pyran-2-yl)-1H-benzoimidazole). Reagents/catalysts: [Os](=O)(=O)(=O)=O (osmium tetroxide). Solvent: O1CCOCC1 (dioxane), O (water). Reaction conditions: time 8 hour. The product is COC1=C(C=CC=2N(C=NC21)C2OCCCC2)C=O (4-methoxy-1-(tetrahydro-pyran-2-yl)-1H-benzoimidazole-5-carbaldehyde). The yield is 77.9%. As a reaction SMILES: [CH3:1][O:2][C:3]1[C:11]2[N:10]=[CH:9][N:8]([CH:12]3[CH2:17][CH2:16][CH2:15][CH2:14][O:13]3)[C:7]=2[CH:6]=[CH:5][C:4]=1[CH:18]=CC1C=CC=CC=1.I([O-])(=O)(=O)=[O:27].[Na+]>O1CCOCC1.O.[Os](=O)(=O)(=O)=O>[CH3:1][O:2][C:3]1[C:11]2[N:10]=[CH:9][N:8]([CH:12]3[CH2:17][CH2:16][CH2:15][CH2:14][O:13]3)[C:7]=2[CH:6]=[CH:5][C:4]=1[CH:18]=[O:27] |f:1.2|. Reported procedure: A 1 L three-necked round bottom flask fitted with an overhead stirrer was dried and cooled under a stream of nitrogen then charged with 4-methoxy-5-styryl-1-(tetrahydro-pyran-2-yl)-1H-benzoimidazole (25 g, 0.074 mol, 1.0 equiv.) in dioxane (250 mL) and water (80 mL). To this solution was added sodium periodate (36.77 g, 0.17 mol, 2.3 equiv.) and osmium tetroxide (15 mL, 4% aq. soln.) at 0° C., and the reaction mixture was stirred at RT overnight. The reaction mixture was quenched with ice cold w...